Dataset: the Open Reaction Database (ORD), a public repository of structured organic reaction records. Task: describe an organic reaction: reactants, conditions, products, and yield The reactants are ClC1=C(C=CC=C1)B(O)O (2-Chlorophenylboronic acid), [1,1′-bis(diphenylphosphino)ferrocine]dichloropalladium (II), C([O-])([O-])=O.[Cs+].[Cs+] (caesium carbonate), BrC1=CC(=CS1)C(=O)N1CCCCC1 ((5-Bromo-thiophen-3-yl)-piperidin-1-yl-methanone). Run in C(OC)COC (dimethoxyethane), C(C)O (ethanol). Reaction conditions: temperature 140 celsius. The product is ClC1=C(C=CC=C1)C1=CC(=CS1)C(=O)N1CCCCC1 ([5-(2-chloro-phenyl)thiophen-3-yl]piperidin-1-yl-methanone). Yield: 58.1%. Reaction SMILES: Br[C:2]1[S:6][CH:5]=[C:4]([C:7]([N:9]2[CH2:14][CH2:13][CH2:12][CH2:11][CH2:10]2)=[O:8])[CH:3]=1.[Cl:15][C:16]1[CH:21]=[CH:20][CH:19]=[CH:18][C:17]=1B(O)O.C(=O)([O-])[O-].[Cs+].[Cs+]>C(COC)OC.C(O)C>[Cl:15][C:16]1[CH:21]=[CH:20][CH:19]=[CH:18][C:17]=1[C:2]1[S:6][CH:5]=[C:4]([C:7]([N:9]2[CH2:14][CH2:13][CH2:12][CH2:11][CH2:10]2)=[O:8])[CH:3]=1 |f:2.3.4|. Procedure: (5-Bromo-thiophen-3-yl)-piperidin-1-yl-methanone (75 mg, 0.27 mmol) was dissolved in dimethoxyethane (1 mL) and ethanol (1 mL). 2-Chlorophenylboronic acid (0.54 mmol), [1,1′-bis(diphenylphosphino)ferrocine]dichloropalladium (II) (0.014 mmol) and caesium carbonate (0.41 mmol) were added and the reaction mixture heated to 140° C. using microwave irradiation for 1 hour. The solvent was removed under vacuum and the residue dissolved in ethyl acetate. The organic solution was washed with water, dried... Reactants: COC=1C=C(C=C(C1)OC)C(C#N)(CCCNC)C(C)C (2-(3,5-dimethoxyphenyl)-2-isopropyl-5-methylaminovaleronitrile), [H-].[Na+] (sodium hydride), Cl (hydrochloric acid), C(C)(C)C(C#N)C1=CC(=CC(=C1)OC)OC (α-isopropyl-3,5-dimethoxyphenylacetonitrile), CC(=O)NCCCCl (3-methylformamido-1-chloropropane), FC(C=1C=C(C=CC1)CC=O)(F)F (3-trifluoromethylphenylacetaldehyde). Reagents/catalysts: [Pd] (palladium on carbon). Run in C1(=CC=CC=C1)C (toluene). Yields the product FC(C=1C=C(CCN(CCCC(C#N)(C(C)C)C2=CC(=CC(=C2)OC)OC)C)C=CC1)(F)F (5-[(3-trifluoromethylphenethyl)-methylamino]-2-(3,5-dimethoxyphenyl)-2-isopropylvaleronitrile). Yield: 86.3%. RXN SMILES: [CH3:1][O:2][C:3]1[CH:4]=[C:5]([C:11]([CH:19]([CH3:21])[CH3:20])([CH2:14][CH2:15][CH2:16][NH:17][CH3:18])[C:12]#[N:13])[CH:6]=[C:7]([O:9][CH3:10])[CH:8]=1.C(C(C1C=C(OC)C=C(OC)C=1)C#N)(C)C.CC(NCCCCl)=O.[H-].[Na+].Cl.[F:49][C:50]([F:61])([F:60])[C:51]1[CH:52]=[C:53]([CH2:57][CH:58]=O)[CH:54]=[CH:55][CH:56]=1>[Pd].C1(C)C=CC=CC=1>[F:49][C:50]([F:61])([F:60])[C:51]1[CH:52]=[C:53]([CH:54]=[CH:55][CH:56]=1)[CH2:57][CH2:58][N:17]([CH3:18])[CH2:16][CH2:15][CH2:14][C:11]([C:5]1[CH:6]=[C:7]([O:9][CH3:10])[CH:8]=[C:3]([O:2][CH3:1])[CH:4]=1)([CH:19]([CH3:21])[CH3:20])[C:12]#[N:13] |f:3.4|. Reported procedure: A mixture of 29.0 g (0.1 mole) of 2-(3,5-dimethoxyphenyl)-2-isopropyl-5-methylaminovaleronitrile (prepared by reacting α-isopropyl-3,5-dimethoxyphenylacetonitrile and 3-methylformamido-1-chloropropane in the presence of sodium hydride and then eliminating the formyl group by means of hydrochloric acid) and 18.8 g (0.1 mole) of 3-trifluoromethylphenylacetaldehyde was reduced catalytically with 400 mg of 5% strength palladium on carbon in 100 ml of toluene under atmospheric pressure at from 25 to ... Reactants: C(#N)C1=C(C(=C(C=C1)C=1C=NN(C1O)C1=NC=C(C(=O)O)C=C1)C)F (6-(4-(4-cyano-3-fluoro-2-methylphenyl)-5-hydroxy-1H-pyrazol-1-yl)nicotinic acid), CN([C@@H]1CNCCC1)CC(F)(F)F ((S)— N-methyl-N-(2,2,2-trifluoroethyl)piperidin-3-amine). The product is FC1=C(C#N)C=CC(=C1C)C=1C=NN(C1O)C1=NC=C(C=C1)C(=O)N1C[C@H](CCC1)N(CC(F)(F)F)C ((S)-2-fluoro-4-(5-hydroxy-1-(5-(3-(methyl(2,2,2-trifluoroethyl)amino)piperidine-1-carbonyl)pyridin-2-yl)-1H-pyrazol-4-yl)-3-methylbenzonitrile). Reaction SMILES: [C:1]([C:3]1[CH:8]=[CH:7][C:6]([C:9]2[CH:10]=[N:11][N:12]([C:15]3[CH:23]=[CH:22][C:18]([C:19]([OH:21])=O)=[CH:17][N:16]=3)[C:13]=2[OH:14])=[C:5]([CH3:24])[C:4]=1[F:25])#[N:2].[CH3:26][N:27]([CH2:34][C:35]([F:38])([F:37])[F:36])[C@H:28]1[CH2:33][CH2:32][CH2:31][NH:30][CH2:29]1>>[F:25][C:4]1[C:5]([CH3:24])=[C:6]([C:9]2[CH:10]=[N:11][N:12]([C:15]3[CH:23]=[CH:22][C:18]([C:19]([N:30]4[CH2:31][CH2:32][CH2:33][C@H:28]([N:27]([CH3:26])[CH2:34][C:35]([F:36])([F:38])[F:37])[CH2:29]4)=[O:21])=[CH:17][N:16]=3)[C:13]=2[OH:14])[CH:7]=[CH:8][C:3]=1[C:1]#[N:2]. Procedure details: The title compound was prepared in a manner similar to Example 303 using 6-(4-(4-cyano-3-fluoro-2-methylphenyl)-5-hydroxy-1H-pyrazol-1-yl)nicotinic acid and (S)— N-methyl-N-(2,2,2-trifluoroethyl)piperidin-3-amine. 1H NMR (400 MHz, DMSO-d6) δ ppm 1.34-1.92 (m, 4H) 2.26-2.41 (m, 4H) 2.59-2.80 (m, 2H) 2.93-3.36 (m, 3H) 3.55 (br. s., 1H) 3.75-4.19 (m, 2H) 4.36-4.54 (m, 1H) 7.55-7.68 (m, 1H) 7.71-7.78 (m, 1H) 8.53 (s, 4H). ESI-MS m/z [M+H]+ 517.3. Product: Cc1ccc2nc(c3cc(C)c(cc3F)[Br])c(NC3CCCCC3)n2c1. The reagents and catalysts are O=C(O)C(F)(F)F (trifluoroacetic acid). Reaction SMILES: CC1=CC=C(N)N=C1.[C-]#[N+]C1CCCCC1.CC1=C(Br)C=C(F)C(C=O)=C1>>CC1=CN2C(C=C1)=NC(=C2NC1CCCCC1)C1=CC(C)=C(Br)C=C1F. Reactants: Cc1cc(C=O)c(cc1[Br])F, CC1=CN=C(C=C1)N, [C-]#[N+]C1CCCCC1. Yield: 50.3%. Reaction conditions: temperature 22 celsius, time 20 hour. Solvent: CC(C)O (isopropyl alcohol), CC(C)O (isopropylalcohol). Reactants: NC1=CC=C(C(=O)N(C2=CC(=CC=C2)OC)CCN2CCC(CC2)C(C2=CC=C(C=C2)F)=O)C=C1 (4-Amino-N-{2-[4-(4-fluorobenzoyl)piperidino]ethyl}-N-(3-methoxyphenyl)benzamide), C(\C=C\C(=O)O)(=O)O (fumaric acid). Solvent: CO (methanol), CO (methanol). Product: C(\C=C\C(=O)O)(=O)O.NC1=CC=C(C(=O)N(C2=CC(=CC=C2)OC)CCN2CCC(CC2)C(C2=CC=C(C=C2)F)=O)C=C1.NC1=CC=C(C(=O)N(CCN2CCC(CC2)C(C2=CC=C(C=C2)F)=O)C2=CC(=CC=C2)OC)C=C1 (4-Amino-N-{2-[4-(4-fluorobenzoyl)piperidino]ethyl}-N-(3-methoxyphenyl)benzamide hemifumarate). Yield: 90.1%. Reaction SMILES: [NH2:1][C:2]1[CH:35]=[CH:34][C:5]([C:6]([N:8]([CH2:17][CH2:18][N:19]2[CH2:24][CH2:23][CH:22]([C:25](=[O:33])[C:26]3[CH:31]=[CH:30][C:29]([F:32])=[CH:28][CH:27]=3)[CH2:21][CH2:20]2)[C:9]2[CH:14]=[CH:13][CH:12]=[C:11]([O:15][CH3:16])[CH:10]=2)=[O:7])=[CH:4][CH:3]=1.[C:36]([OH:43])(=[O:42])/[CH:37]=[CH:38]/[C:39]([OH:41])=[O:40]>CO>[C:36]([OH:43])(=[O:42])/[CH:37]=[CH:38]/[C:39]([OH:41])=[O:40].[NH2:1][C:2]1[CH:3]=[CH:4][C:5]([C:6]([N:8]([CH2:17][CH2:18][N:19]2[CH2:24][CH2:23][CH:22]([C:25](=[O:33])[C:26]3[CH:27]=[CH:28][C:29]([F:32])=[CH:30][CH:31]=3)[CH2:21][CH2:20]2)[C:9]2[CH:14]=[CH:13][CH:12]=[C:11]([O:15][CH3:16])[CH:10]=2)=[O:7])=[CH:34][CH:35]=1.[NH2:1][C:2]1[CH:3]=[CH:4][C:5]([C:6]([N:8]([C:9]2[CH:14]=[CH:13][CH:12]=[C:11]([O:15][CH3:16])[CH:10]=2)[CH2:17][CH2:18][N:19]2[CH2:24][CH2:23][CH:22]([C:25](=[O:33])[C:26]3[CH:31]=[CH:30][C:29]([F:32])=[CH:28][CH:27]=3)[CH2:21][CH2:20]2)=[O:7])=[CH:34][CH:35]=1 |f:3.4.5|. Procedure details: 4-Amino-N-{2-[4-(4-fluorobenzoyl)piperidino]ethyl}-N-(3-methoxyphenyl)benzamide (475.0 mg, 1.00 mmol) was dissolved in methanol (4.0 ml) and mixed with a methanol solution (3.0 ml) of fumaric acid (58.0 mg, 0.50 mmol) at 0° C. Thereafter, the thus precipitated crystals were collected by filtration and recrystallized from an ethanol-water mixture solution to obtain 481.0 mg (90.0%) of the title compound in a colorless powder form. Starting materials: NC1=CC(=C(NC2=CC=CC=3C=C4C(NC23)=C2C=CC=CC2=C4)C=C1)OC (6-(4-Amino-2-methoxyanilino)-indeno[3,2-b]quinoline), ice water, CN(C)C=O (DMF), C(=O)([O-])[O-].[K+].[K+] (K2CO3), BrCC(=O)OC (BrCH2COOCH3). Product: CC1=CC(=C(N(C2=CC=CC=3C=C4C(NC23)=C2C=CC=CC2=C4)NCC(=O)O)C=C1)OC (6-(4-methylcarboxymethylamino-2-methoxyanilino)-indeno[3,2-b]quinoline). As a reaction SMILES: N[C:2]1[CH:25]=[CH:24][C:5]([NH:6][C:7]2[C:16]3[NH:15][C:14]4=[C:17]5[C:22](=[CH:23][C:13]4=[CH:12][C:11]=3[CH:10]=[CH:9][CH:8]=2)[CH:21]=[CH:20][CH:19]=[CH:18]5)=[C:4]([O:26][CH3:27])[CH:3]=1.[C:28]([O-:31])([O-])=[O:29].[K+].[K+].Br[CH2:35]C(OC)=O.[CH3:40][N:41](C=O)C>>[CH3:35][C:2]1[CH:25]=[CH:24][C:5]([N:6]([NH:41][CH2:40][C:28]([OH:31])=[O:29])[C:7]2[C:16]3[NH:15][C:14]4=[C:17]5[C:22](=[CH:23][C:13]4=[CH:12][C:11]=3[CH:10]=[CH:9][CH:8]=2)[CH:21]=[CH:20][CH:19]=[CH:18]5)=[C:4]([O:26][CH3:27])[CH:3]=1 |f:1.2.3|. Reported procedure: 6-(4-Amino-2-methoxyanilino)-indeno[3,2-b]quinoline (500 mg, 1.4 mmol) synthesized in Example 4 was dissloved in 5 ml of dried DMF and 500 mg (3.5 mmol) of K2CO3 was added to this solution. To this mixing solution, BrCH2COOCH3 0.16 ml (1 5mmol) was added and heated at 50° to 60° C. for 2 hours. After heating, the reaction mixture was poured into ice water and subjected to extraction with ethyl acetate. The extract solution was dried with MgSO4 and the solvent was distilled off to obtain quantita...